This data is from the Open Reaction Database (ORD), a public repository of structured organic reaction records. The task is: describe an organic reaction: reactants, conditions, products, and yield The reactants are CC1=C(C=CC=C1)[C@H]1[C@@H]([C@H](CC[C@@H]1O)C(=O)OCC)C(=O)OCC (Diethyl (1S,2S,3R,4S)-3-(2-methylphenyl)-4-hydroxycyclohexane-1,2-dicarboxylate), FC(C=1C=C(C=C(C1)C(F)(F)F)[C@H](C)OC(C(Cl)(Cl)Cl)=N)(F)F ((1S)-1-[3,5-bis(trifluoromethyl)phenyl]ethyl-2,2,2-trichloroethanimidoate), alcohol. The product is FC(C=1C=C(C=C(C1)C(F)(F)F)[C@@H](C)O[C@@H]1[C@H]([C@@H]([C@H](CC1)C(=O)OCC)C(=O)OCC)C1=C(C=CC=C1)C)(F)F (Diethyl (1S,2S,3R,4S)-4-{(1R)-1-[3,5-bis(trifluoromethyl)phenyl]ethoxy}-3-(2-methylphenyl)cyclohexane-1,2-dicarboxylate). RXN SMILES: [CH3:1][C:2]1[CH:7]=[CH:6][CH:5]=[CH:4][C:3]=1[C@@H:8]1[C@@H:13]([OH:14])[CH2:12][CH2:11][C@H:10]([C:15]([O:17][CH2:18][CH3:19])=[O:16])[C@H:9]1[C:20]([O:22][CH2:23][CH3:24])=[O:21].[F:25][C:26]([F:47])([F:46])[C:27]1[CH:28]=[C:29]([C@@H:37](OC(=N)C(Cl)(Cl)Cl)[CH3:38])[CH:30]=[C:31]([C:33]([F:36])([F:35])[F:34])[CH:32]=1>>[F:25][C:26]([F:46])([F:47])[C:27]1[CH:28]=[C:29]([C@H:37]([O:14][C@H:13]2[CH2:12][CH2:11][C@H:10]([C:15]([O:17][CH2:18][CH3:19])=[O:16])[C@@H:9]([C:20]([O:22][CH2:23][CH3:24])=[O:21])[C@@H:8]2[C:3]2[CH:4]=[CH:5][CH:6]=[CH:7][C:2]=2[CH3:1])[CH3:38])[CH:30]=[C:31]([C:33]([F:34])([F:35])[F:36])[CH:32]=1. Procedure details: The title compound was prepared from the first eluting isomer diethyl (1S,2S,3R,4S)-3-(2-methylphenyl)-4-hydroxycyclohexane-1,2-dicarboxylate (step G) and (1S)-1-[3,5-bis(trifluoromethyl)phenyl]ethyl-2,2,2-trichloroethanimidoate (Example 6, step E) according to the procedure of Example 6, step F. 1H-NMR (CDCl3): δ: 7.65 (1H, s), 7.15 (2H, s), 7.08–6.92 (4H, m), 4.25 (1H, q, J=6.0 Hz), 4.20–4.10 (2H, m), 3.85–3.66 (2H, m), 3.42 (1H, m), 3.21 (1H, t), 2.90–2.79 (2H, m), 2.35 (1H, m), 2.25 (1H, m),...